From a dataset of the Open Reaction Database (ORD), a public repository of structured organic reaction records. describe an organic reaction: reactants, conditions, products, and yield Reactants: CC1=C(N=C(O1)C1=CC=CC=C1)CCOS(=O)(=O)C1=CC=C(C=C1)C (Toluene-4-sulfonic acid 2-(5-methyl-2-phenyloxazol-4-yl)ethyl ester), C([O-])([O-])=O.[Cs+].[Cs+] (cesium carbonate), C(C)(C)(C)OC(CCC1=C(C=C(C=C1)O)COC(NC1CCCCC1)=O)=O (3-(2-cyclohexylcarbamoyloxymethyl-4-hydroxyphenyl)propionic acid tert-butyl ester). Solvent: CN(C)C=O (DMF). Reaction conditions: temperature 55 celsius. The product is C(C)(C)(C)OC(CCC1=C(C=C(C=C1)OCCC=1N=C(OC1C)C1=CC=CC=C1)COC(NC1CCCCC1)=O)=O (3-{2-Cyclohexylcarbamoyloxymethyl-4-[2-(5-methyl-2-phenyloxazol-4-yl)ethoxy]phenyl}propionic acid tert-butyl ester). The yield is 58.1%. RXN SMILES: [C:1]([O:5][C:6](=[O:27])[CH2:7][CH2:8][C:9]1[CH:14]=[CH:13][C:12]([OH:15])=[CH:11][C:10]=1[CH2:16][O:17][C:18](=[O:26])[NH:19][CH:20]1[CH2:25][CH2:24][CH2:23][CH2:22][CH2:21]1)([CH3:4])([CH3:3])[CH3:2].[CH3:28][C:29]1[O:33][C:32]([C:34]2[CH:39]=[CH:38][CH:37]=[CH:36][CH:35]=2)=[N:31][C:30]=1[CH2:40][CH2:41]OS(C1C=CC(C)=CC=1)(=O)=O.C(=O)([O-])[O-].[Cs+].[Cs+]>CN(C=O)C>[C:1]([O:5][C:6](=[O:27])[CH2:7][CH2:8][C:9]1[CH:14]=[CH:13][C:12]([O:15][CH2:41][CH2:40][C:30]2[N:31]=[C:32]([C:34]3[CH:39]=[CH:38][CH:37]=[CH:36][CH:35]=3)[O:33][C:29]=2[CH3:28])=[CH:11][C:10]=1[CH2:16][O:17][C:18](=[O:26])[NH:19][CH:20]1[CH2:25][CH2:24][CH2:23][CH2:22][CH2:21]1)([CH3:4])([CH3:2])[CH3:3] |f:2.3.4|. Procedure: A 40 mL Carousel tube was charged with 3-(2-cyclohexylcarbamoyloxymethyl-4-hydroxyphenyl)propionic acid tert-butyl ester (0.10 g, 0.26 mmol) in anhydrous DMF (1.0 mL). Toluene-4-sulfonic acid 2-(5-methyl-2-phenyloxazol-4-yl)ethyl ester (0.104 g, 0.292 mmol) and cesium carbonate (0.13 g, 0.40 mmol) were added. The mixture was stirred and heated at 55° C. under a nitrogen atmosphere for 30 h and was concentrated. The residue was diluted with EtOAc (50 mL) and washed twice with brine (2×), dried (N... Starting materials: O=C(CBr)Nc1ccc(Cl)cn1, COC(=O)c1ccc2[nH]c(C(=O)NC3CCN(C(C)C)CC3)cc2c1, [H-], [Na+], CN(C)C=O. Yields the product COC(=O)c1ccc2c(c1)cc(C(=O)NC1CCN(C(C)C)CC1)n2CC(=O)Nc1ccc(Cl)cn1. Reaction SMILES: [Br:26][CH2:27][C:28](=[O:29])[NH:30][c:31]1[n:32][cH:33][c:34]([Cl:37])[cH:35][cH:36]1.[CH3:1][O:2][C:3](=[O:4])[c:5]1[cH:6][c:7]2[cH:8][c:9]([C:14]([NH:15][CH:16]3[CH2:17][CH2:18][N:19]([CH:22]([CH3:23])[CH3:24])[CH2:20][CH2:21]3)=[O:25])[nH:10][c:11]2[cH:12][cH:13]1.[H-:39].[Na+:38].[O:40]=[CH:41][N:42]([CH3:43])[CH3:44]>>[CH3:1][O:2][C:3](=[O:4])[c:5]1[cH:6][c:7]2[cH:8][c:9]([C:14]([NH:15][CH:16]3[CH2:17][CH2:18][N:19]([CH:22]([CH3:23])[CH3:24])[CH2:20][CH2:21]3)=[O:25])[n:10]([CH2:27][C:28](=[O:29])[NH:30][c:31]3[n:32][cH:33][c:34]([Cl:37])[cH:35][cH:36]3)[c:11]2[cH:12][cH:13]1. Reactants: C(C=C)C1(C(=NN2C1COC1=C2C=C(C=C1)F)C(=O)N(C)OC)C1=CC=CC=C1 (3-Allyl-8-fluoro-N-methoxy-N-methyl-3-phenyl-3a,4-dihydro-3H-pyrazolo[5,1-c][1,4]benzoxazine-2-carboxamide), solution, B1C2CCCC1CCC2 (9-BBN), [OH-].[Na+] (NaOH), OO (H2O2). Run in C1CCOC1 (THF), [Cl-].[Na+].O (brine), O (water). Run at temperature 50 celsius, time 2 hour. Yields the product FC=1C=CC2=C(N3C(CO2)C(C(=N3)C(=O)N(C)OC)(C3=CC=CC=C3)CCCO)C1 (8-fluoro-3-(3-hydroxypropyl)-N-methoxy-N-methyl-3-phenyl-3a,4-dihydro-3H-pyrazolo[5,1-c][1,4]benzoxazine-2-carboxamide). As a reaction SMILES: [CH2:1]([C:4]1([C:24]2[CH:29]=[CH:28][CH:27]=[CH:26][CH:25]=2)[CH:8]2[CH2:9][O:10][C:11]3[CH:16]=[CH:15][C:14]([F:17])=[CH:13][C:12]=3[N:7]2[N:6]=[C:5]1[C:18]([N:20]([O:22][CH3:23])[CH3:21])=[O:19])[CH:2]=[CH2:3].B1C2CCCC1CCC2.[OH-:39].[Na+].OO>C1COCC1.O.[Cl-].[Na+].O>[F:17][C:14]1[CH:15]=[CH:16][C:11]2[O:10][CH2:9][CH:8]3[C:4]([CH2:1][CH2:2][CH2:3][OH:39])([C:24]4[CH:25]=[CH:26][CH:27]=[CH:28][CH:29]=4)[C:5]([C:18]([N:20]([O:22][CH3:23])[CH3:21])=[O:19])=[N:6][N:7]3[C:12]=2[CH:13]=1 |f:2.3,7.8.9|. Reported procedure: 3-Allyl-8-fluoro-N-methoxy-N-methyl-3-phenyl-3a,4-dihydro-3H-pyrazolo[5,1-c][1,4]benzoxazine-2-carboxamide (5-6; a racemic mixture, 3.7 g, 9.35 mmol) was dissolved in anhydrous THF (50 mL) and treated with a 0.5M solution of 9-BBN (37.4 mL, 18.7 mmol) and stirred at 50° C. for 2 h. The reaction was cooled to 0° C. and treated with 3N NaOH (5 mL) and 30% H2O2 in water (5 mL), and stirred an additional hour. Upon completion, the reaction was treated with brine (50 mL), and extracted with EtOAc (3×... Reactants: Cl (hydrochloric acid), C(C)(=O)N(C1C2=C(N(CCC1)C(=O)OC(C)C)C=CC(=C2)N=C(C2=CC=CC=C2)C2=CC=CC=C2)CC2=CC(=CC(=C2)C(F)(F)F)C(F)(F)F (isopropyl 5-[acetyl-(3,5-bistrifluoromethylbenzyl)amino]-7-(benzhydrylideneamino)-2,3,4,5-tetrahydrobenzo[b]azepine-1-carboxylate). Run in O1CCCC1 (tetrahydrofuran), C(C)(=O)OCC (ethyl acetate). Reaction conditions: time 15 minute. Yields the product C(C)(=O)N(C1C2=C(N(CCC1)C(=O)OC(C)C)C=CC(=C2)N)CC2=CC(=CC(=C2)C(F)(F)F)C(F)(F)F (Isopropyl 5-[acetyl-(3,5-bistrifluoromethylbenzyl)amino]-7-amino-2,3,4,5-tetrahydrobenzo[b]azepine-1-carboxylate). The yield is 75.0%. As a reaction SMILES: Cl.[C:2]([N:5]([CH2:37][C:38]1[CH:43]=[C:42]([C:44]([F:47])([F:46])[F:45])[CH:41]=[C:40]([C:48]([F:51])([F:50])[F:49])[CH:39]=1)[CH:6]1[CH2:12][CH2:11][CH2:10][N:9]([C:13]([O:15][CH:16]([CH3:18])[CH3:17])=[O:14])[C:8]2[CH:19]=[CH:20][C:21]([N:23]=C(C3C=CC=CC=3)C3C=CC=CC=3)=[CH:22][C:7]1=2)(=[O:4])[CH3:3]>O1CCCC1.C(OCC)(=O)C>[C:2]([N:5]([CH2:37][C:38]1[CH:39]=[C:40]([C:48]([F:51])([F:50])[F:49])[CH:41]=[C:42]([C:44]([F:47])([F:45])[F:46])[CH:43]=1)[CH:6]1[CH2:12][CH2:11][CH2:10][N:9]([C:13]([O:15][CH:16]([CH3:18])[CH3:17])=[O:14])[C:8]2[CH:19]=[CH:20][C:21]([NH2:23])=[CH:22][C:7]1=2)(=[O:4])[CH3:3]. Procedure details: Add 2 N hydrochloric acid (2 mL) to a solution of isopropyl 5-[acetyl-(3,5-bistrifluoromethylbenzyl)amino]-7-(benzhydrylideneamino)-2,3,4,5-tetrahydrobenzo[b]azepine-1-carboxylate (example 6b) (0.920 g, 1.32 mmol) in tetrahydrofuran (10 mL) at room temperature and stir for 15 min. Dilute the mixture with ethyl acetate (20 mL) and wash with saturated sodium hydrogen carbonate solution and brine (10 mL each). Dry the organic layer over anhydrous sodium sulfate, filter and remove the solvent under ... Reactants: FC=1C=C(C(=O)N(C)C=2C=NC=CC2C2=C(C=C(C=C2)F)OC)C=C(C1)C(F)(F)F (3-Fluoro-N-[4-(4-fluoro-2-methoxy-phenyl)-pyridin-3-yl]-N-methyl-5-trifluoromethyl-benzamide), ClC=1C=C(C(=O)O)C=C(N1)C(F)(F)F (2-chloro-6-trifluoromethyl-isonicotinic acid). Yields the product ClC=1C=C(C(=O)N(C)C=2C=NC=CC2C2=C(C=C(C=C2)F)OC)C=C(N1)C(F)(F)F (2-Chloro-N-[4-(4-fluoro-2-methoxy-phenyl)-pyridin-3-yl]-N-methyl-6-trifluoromethyl-isonicotinamide). Reaction SMILES: FC1C=C(C=C(C(F)(F)F)C=1)[C:5]([N:7]([C:9]1[CH:10]=[N:11][CH:12]=[CH:13][C:14]=1[C:15]1[CH:20]=[CH:19][C:18]([F:21])=[CH:17][C:16]=1[O:22][CH3:23])C)=O.[Cl:31][C:32]1[CH:33]=[C:34]([CH:38]=[C:39]([C:41]([F:44])([F:43])[F:42])[N:40]=1)[C:35]([OH:37])=O>>[Cl:31][C:32]1[CH:33]=[C:34]([CH:38]=[C:39]([C:41]([F:44])([F:43])[F:42])[N:40]=1)[C:35]([N:7]([C:9]1[CH:10]=[N:11][CH:12]=[CH:13][C:14]=1[C:15]1[CH:20]=[CH:19][C:18]([F:21])=[CH:17][C:16]=1[O:22][CH3:23])[CH3:5])=[O:37]. Procedure: The title compound was prepared in analogy to example 90, from [4-(4-fluoro-2-methoxy-phenyl)-pyridin-3-yl]-methyl-amine (example 129, intermediate) and 2-chloro-6-trifluoromethyl-isonicotinic acid (prepared in analogy to F. Cottet, M. Schlosser, Eur. J. Org. Chem. 2004, 18, 3793-3798) after a reaction time of 18 hours. The compound was purified by two silica gel chromatographies on a 10 g column using a MPLC system eluting with a gradient of n-heptane:EtOAc (100:0 to 50:50). Colorless solid (26...